The task is: describe an organic reaction: reactants, conditions, products, and yield. This data is from the Open Reaction Database (ORD), a public repository of structured organic reaction records. Starting materials: C1CCOC1, COC(=O)CCNC(=O)c1ccc(OCc2ccc(-c3ccccc3)cc2C)cc1, Cl, [Na+], [OH-]. The product is Cc1cc(-c2ccccc2)ccc1COc1ccc(C(=O)NCCC(=O)O)cc1. Reaction SMILES: [CH2:34]1[O:35][CH2:36][CH2:37][CH2:38]1.[CH3:1][O:2][C:3]([CH2:4][CH2:5][NH:6][C:7]([c:8]1[cH:9][cH:10][c:11]([O:14][CH2:15][c:16]2[c:17]([CH3:28])[cH:18][c:19](-[c:22]3[cH:23][cH:24][cH:25][cH:26][cH:27]3)[cH:20][cH:21]2)[cH:12][cH:13]1)=[O:29])=[O:30].[ClH:33].[Na+:32].[OH-:31]>>[O:2]=[C:3]([CH2:4][CH2:5][NH:6][C:7]([c:8]1[cH:9][cH:10][c:11]([O:14][CH2:15][c:16]2[c:17]([CH3:28])[cH:18][c:19](-[c:22]3[cH:23][cH:24][cH:25][cH:26][cH:27]3)[cH:20][cH:21]2)[cH:12][cH:13]1)=[O:29])[OH:30]. Reactants: CCC(C(C)=O)C(N)=O, CCO, [Cl-], [K+], [K+], [K+], [K+], O=CC(O)C(O)C(O)C(O)CO, O=P([O-])(O)O, O=P([O-])([O-])O. Product: CCC(C(N)=O)C(C)O. Reaction SMILES: [CH2:28]([CH3:29])[CH:30]([C:31](=[O:32])[NH2:33])[C:34]([CH3:35])=[O:36].[CH3:37][CH2:38][OH:39].[Cl-:26].[K+:18].[K+:24].[K+:25].[K+:27].[O:1]=[CH:2][CH:3]([CH:4]([CH:5]([CH:6]([CH2:7][OH:8])[OH:9])[OH:10])[OH:11])[OH:12].[P:13]([O-:14])([OH:15])([OH:16])=[O:17].[P:19]([O-:20])([O-:21])([OH:22])=[O:23]>>[CH2:28]([CH3:29])[CH:30]([C:31](=[O:32])[NH2:33])[CH:34]([CH3:35])[OH:36]. Reactants: FC=1C(=CC=C2C=CC(=NC12)C)O (8-fluoro-2-methylquinolin-7-ol), COC[C@H](C)O ((S)-1-methoxypropan-2-ol). Yields the product FC=1C(=CC=C2C=CC(=NC12)C)O[C@@H](COC)C ((R)-8-fluoro-7-(1-methoxypropan-2-yloxy)-2-methylquinoline). As a reaction SMILES: [F:1][C:2]1[C:3]([OH:13])=[CH:4][CH:5]=[C:6]2[C:11]=1[N:10]=[C:9]([CH3:12])[CH:8]=[CH:7]2.[CH3:14][O:15][CH2:16][C@@H:17](O)[CH3:18]>>[F:1][C:2]1[C:3]([O:13][C@H:17]([CH3:18])[CH2:16][O:15][CH3:14])=[CH:4][CH:5]=[C:6]2[C:11]=1[N:10]=[C:9]([CH3:12])[CH:8]=[CH:7]2. Procedure: Prepared as described in Example 140, Step A, using 8-fluoro-2-methylquinolin-7-ol (0.30 g, 1.69 mmol) in place of 2-methylquinolin-8-ol and using (S)-1-methoxypropan-2-ol (0.196 g, 46%).